The task is: describe an organic reaction: reactants, conditions, products, and yield. This data is from the Open Reaction Database (ORD), a public repository of structured organic reaction records. Reactants: CSc1ncc2c(C)cc(=O)n(C3CCCC3)c2n1, ClCCl, O=C(Oc1cccc(I)c1OC(=O)C(F)(F)F)C(F)(F)F, I, [Na+], [Na+], O=S([O-])([O-])=S. The product is CSc1ncc2c(C)c(I)c(=O)n(C3CCCC3)c2n1. RXN SMILES: [CH:1]1([n:6]2[c:7](=[O:19])[cH:8][c:9]([CH3:18])[c:10]3[c:11]2[n:12][c:13]([S:16][CH3:17])[n:14][cH:15]3)[CH2:2][CH2:3][CH2:4][CH2:5]1.[Cl:49][CH2:50][Cl:51].[F:21][C:22]([F:23])([F:24])[C:25]([O:26][c:27]1[c:28]([O:29][C:30](=[O:31])[C:33]([F:34])([F:35])[F:36])[c:37]([I:32])[cH:38][cH:39][cH:40]1)=[O:41].[I:20].[Na+:47].[Na+:48].[S:42]([O-:43])([O-:44])(=[O:45])=[S:46]>>[CH:1]1([n:6]2[c:7](=[O:19])[c:8]([I:32])[c:9]([CH3:18])[c:10]3[c:11]2[n:12][c:13]([S:16][CH3:17])[n:14][cH:15]3)[CH2:2][CH2:3][CH2:4][CH2:5]1. Reactants: N#Cc1cc(C=O)ccc1F, CC(C)=O, O, O=S(=O)(O)O. The product is N#Cc1cc(C(=O)O)ccc1F. As a reaction SMILES: [C:1](#[N:2])[c:3]1[cH:4][c:5]([CH:6]=[O:7])[cH:8][cH:9][c:10]1[F:11].[CH3:18][C:19](=[O:20])[CH3:21].[OH2:17].[S:12]([OH:13])(=[O:14])(=[O:15])[OH:16]>>[C:1](#[N:2])[c:3]1[cH:4][c:5]([C:6](=[O:7])[OH:13])[cH:8][cH:9][c:10]1[F:11]. The reactants are C(C)(C)N(CC)C(C)C (IPEA), COC=1C=C(C=CC1N1C=NC(=C1)C)/C=C/C(=O)O ((E)-3-[3-methoxy-4-(4-methyl-1H-imidazol-1-yl)phenyl]acrylic acid), C1COC(=O)N1P(=O)(N2CCOC2=O)Cl (BOPCl), OCCC(CC(=O)NN)C1=CC=CC=C1 (5-hydroxy-3-phenylpentanoic acid hydrazide). The solvent is C(Cl)Cl (methylene chloride), O (Water). Run at time 7 hour. Product: ClCCC(CC=1OC(=NN1)\C=C\C1=CC(=C(C=C1)N1C=NC(=C1)C)OC)C1=CC=CC=C1 (2-(4-chloro-2-phenylbutyl)-5-{(E)-2-[3-methoxy-4-(4-methyl-1H-imidazol-1-yl)phenyl]vinyl}-[1,3,4]oxadiazole). The yield is 42.7%. Reaction SMILES: C(N(C(C)C)CC)(C)C.[CH3:10][O:11][C:12]1[CH:13]=[C:14](/[CH:24]=[CH:25]/[C:26]([OH:28])=O)[CH:15]=[CH:16][C:17]=1[N:18]1[CH:22]=[C:21]([CH3:23])[N:20]=[CH:19]1.C1N(P([Cl:43])(N2C(=O)OCC2)=O)C(=O)OC1.O[CH2:45][CH2:46][CH:47]([C:53]1[CH:58]=[CH:57][CH:56]=[CH:55][CH:54]=1)[CH2:48][C:49]([NH:51][NH2:52])=O>C(Cl)Cl.O>[Cl:43][CH2:45][CH2:46][CH:47]([C:53]1[CH:58]=[CH:57][CH:56]=[CH:55][CH:54]=1)[CH2:48][C:49]1[O:28][C:26](/[CH:25]=[CH:24]/[C:14]2[CH:15]=[CH:16][C:17]([N:18]3[CH:22]=[C:21]([CH3:23])[N:20]=[CH:19]3)=[C:12]([O:11][CH3:10])[CH:13]=2)=[N:52][N:51]=1. Reported procedure: IPEA (2.0 mL), (E)-3-[3-methoxy-4-(4-methyl-1H-imidazol-1-yl)phenyl]acrylic acid (600 mg) and BOPCl (0.71 g) were added to a solution of 5-hydroxy-3-phenylpentanoic acid hydrazide (492 mg) in methylene chloride (20 mL) at room temperature, and the reaction solution was stirred at room temperature for seven hours. Water was added to the reaction solution, followed by extraction with chloroform. The resulting extract was washed with a saturated sodium bicarbonate solution. The resulting organic la... The reactants are NC1=NC(=CC(=N1)C1=CC=C2CCN(CC2=C1)C(=O)OC1=CC=C(C=C1)[N+](=O)[O-])N1CCN(CC1)C (4-Nitrophenyl 7-[2-amino-6-(4-methylpiperazin-1-yl)pyrimidin-4-yl]-3,4-dihydroisoquinoline-2(1H)-carboxylate), C1(=CC=CC=C1)C1CCNCC1 (4-phenylpiperidine), C(C)(C)N(C(C)C)CC (N,N-diisopropylethylamine). Solvent: CN1C(CCC1)=O (N-methylpyrrolidinone). Run at temperature 110 celsius, time 5 hour. Product: CN1CCN(CC1)C1=NC(=NC(=C1)C1=CC=C2CCN(CC2=C1)C(=O)N1CCC(CC1)C1=CC=CC=C1)N (4-(4-methylpiperazin-1-yl)-6-{2-[(4-phenylpiperidin-1-yl)carbonyl]-1,2,3,4-tetrahydroisoquinolin-7-yl}pyrimidin-2-amine). As a reaction SMILES: [NH2:1][C:2]1[N:7]=[C:6]([C:8]2[CH:17]=[C:16]3[C:11]([CH2:12][CH2:13][N:14]([C:18](OC4C=CC([N+]([O-])=O)=CC=4)=[O:19])[CH2:15]3)=[CH:10][CH:9]=2)[CH:5]=[C:4]([N:30]2[CH2:35][CH2:34][N:33]([CH3:36])[CH2:32][CH2:31]2)[N:3]=1.[C:37]1([CH:43]2[CH2:48][CH2:47][NH:46][CH2:45][CH2:44]2)[CH:42]=[CH:41][CH:40]=[CH:39][CH:38]=1.C(N(CC)C(C)C)(C)C>CN1CCCC1=O>[CH3:36][N:33]1[CH2:34][CH2:35][N:30]([C:4]2[CH:5]=[C:6]([C:8]3[CH:17]=[C:12]4[C:11]([CH2:16][CH2:15][N:14]([C:18]([N:46]5[CH2:47][CH2:48][CH:43]([C:37]6[CH:42]=[CH:41][CH:40]=[CH:39][CH:38]=6)[CH2:44][CH2:45]5)=[O:19])[CH2:13]4)=[CH:10][CH:9]=3)[N:7]=[C:2]([NH2:1])[N:3]=2)[CH2:31][CH2:32]1. Reported procedure: 4-Nitrophenyl 7-[2-amino-6-(4-methylpiperazin-1-yl)pyrimidin-4-yl]-3,4-dihydroisoquinoline-2(1H)-carboxylate (10 mg, 0.02 mmol) was added to a mixture of 4-phenylpiperidine (4.9 mg, 0.031 mmol) (Aldrich, Cat. #639869) and N,N-diisopropylethylamine (11 uL, 0.061 mmol) in N-methylpyrrolidinone (0.5 mL). The reaction mixture was stirred at 110° C. for 5 h. The mixture was purified by RP-LCMS (pH=10) to afford the desired product. Analytic LCMS (M+H)+: m/z=512.3. Reported procedure: d. 2-Ethylthio-pyridine was prepared by the same method as used for compound (1) c., except that ethyl halide was used instead of methyl halide. The product had a b.p. of 77°-77.5° C./8 mm. Hg. (1) e. (Pyridyl-2)-thiol acetate was prepared by reacting acetic anhydride with 2-mercaptopyridine in alkaline medium according to the method described in Houben-Weyl, 4th ed., vol. 9, 753 (1955) and in J.A.C.S. 59, 1089 (1937). The product has a b.p. of 117°-118° C./9 mm. Hg. Starting materials: ( 1 ), C(C)(=O)OC(C)=O (acetic anhydride), compound ( 1 ), ethyl halide, SC1=NC=CC=C1 (2-mercaptopyridine). Yields the product C(C)SC1=NC=CC=C1 (2-Ethylthio-pyridine), (Pyridyl-2)-thiol acetate. Reaction SMILES: [C:1](OC(=O)C)(=O)[CH3:2].[SH:8][C:9]1[CH:14]=[CH:13][CH:12]=[CH:11][N:10]=1>>[CH2:1]([S:8][C:9]1[CH:14]=[CH:13][CH:12]=[CH:11][N:10]=1)[CH3:2]. Reactants: ClC=1C(=NC=C(C1)B1OC(C(O1)(C)C)(C)C)O[C@@H](C(F)(F)F)C (3-chloro-5-(4,4,5,5-tetramethyl-1,3,2-dioxaborolan-2-yl)-2-[(1R)-2,2,2-trifluoro-1-methylethoxy]pyridine), OOS(=O)[O-].[K+] (Oxone). Solvent: O (water), CC(=O)C (acetone). Conditions: temperature 0 celsius, time 15 minute. Yields the product ClC=1C=C(C=NC1O[C@@H](C(F)(F)F)C)O (5-chloro-6-[(1R)-2,2,2-trifluoro-1-methylethoxy]pyridin-3-ol). Isolated yield 54.0%. Reaction SMILES: [Cl:1][C:2]1[C:3]([O:17][C@H:18]([CH3:23])[C:19]([F:22])([F:21])[F:20])=[N:4][CH:5]=[C:6](B2OC(C)(C)C(C)(C)O2)[CH:7]=1.[OH:24]OS([O-])=O.[K+]>CC(C)=O.O>[Cl:1][C:2]1[CH:7]=[C:6]([OH:24])[CH:5]=[N:4][C:3]=1[O:17][C@H:18]([CH3:23])[C:19]([F:22])([F:21])[F:20] |f:1.2|. Procedure: To a solution of 3-chloro-5-(4,4,5,5-tetramethyl-1,3,2-dioxaborolan-2-yl)-2-[(1R)-2,2,2-trifluoro-1-methylethoxy]pyridine (Preparation 236, 560 mg, 1.59 mmol) in acetone (5 mL) was added an aqueous solution of Oxone® (5 mL, 1.24 g, 1.91 mmol) dropwise with stirring at 0° C. for 15 minutes. The reaction mixture was diluted with water and extracted with EtOAc (3×15 mL), the combined organic phases were washed with brine (15 mL), dried over Na2SO4, filtered, and concentrated in vacuo to give a crud... The reactants are C[Si](C)(C)Cl (TMSCl), N1C=NC=C1 (imidazole), C(=O)C=1N=C2N(N=CC=C2N2CCOCC2)C1C1=CC=C(C(=O)OC(C)(C)C)C=C1 (tert-Butyl 4-(2-formyl-8-morpholinoimidazo[1,2-b]pyridazin-3-yl)benzoate), CC1=NC2=CC=CC=C2C(=C1)O (2-methylquinolin-4-ol). Solvent: CN(C)C=O (DMF), CCOC(=O)C (EtOAc). Run at temperature 90 celsius, time 16 hour. Product: OC1=CC(=NC2=CC=CC=C12)/C=C/C=1N=C2N(N=CC=C2N2CCOCC2)C1C1=CC=C(C(=O)OC(C)(C)C)C=C1 ((E)-tert-Butyl 4-(2-(2-(4-hydroxyquinolin-2-yl)vinyl)-8-morpholinoimidazo[1,2-b]pyridazin-3-yl)benzoate). As a reaction SMILES: [CH:1]([C:3]1[N:4]=[C:5]2[C:10]([N:11]3[CH2:16][CH2:15][O:14][CH2:13][CH2:12]3)=[CH:9][CH:8]=[N:7][N:6]2[C:17]=1[C:18]1[CH:30]=[CH:29][C:21]([C:22]([O:24][C:25]([CH3:28])([CH3:27])[CH3:26])=[O:23])=[CH:20][CH:19]=1)=O.[CH3:31][C:32]1[CH:41]=[C:40]([OH:42])[C:39]2[C:34](=[CH:35][CH:36]=[CH:37][CH:38]=2)[N:33]=1.C[Si](Cl)(C)C.N1C=CN=C1>CN(C=O)C.CCOC(C)=O>[OH:42][C:40]1[C:39]2[C:34](=[CH:35][CH:36]=[CH:37][CH:38]=2)[N:33]=[C:32](/[CH:31]=[CH:1]/[C:3]2[N:4]=[C:5]3[C:10]([N:11]4[CH2:16][CH2:15][O:14][CH2:13][CH2:12]4)=[CH:9][CH:8]=[N:7][N:6]3[C:17]=2[C:18]2[CH:30]=[CH:29][C:21]([C:22]([O:24][C:25]([CH3:26])([CH3:28])[CH3:27])=[O:23])=[CH:20][CH:19]=2)[CH:41]=1. Reported procedure: To a mixture of compound 5f (150 mg, 0.367 mmol) and 2-methylquinolin-4-ol (292 mg, 1.84 mmol) in 4 mL of DMF was added TMSCl (469 μL, 3.67 mmol) dropwise. The resulting mixture was stirred at 90° C. for 16 h. After cooling to rt, the mixture was treated with 60 mL of EtOAc and washed with water (3×20 mL) and brine (15 mL). The solvent was removed in vacuo and the residue was treated with DCM (5 mL). To this mixture was added imidazole (50.0 mg, 0.734 mmol), and the resulting mixture turned clea... The reactants are [N+](=O)([O-])C1=C2CCCC(C2=CC=C1)=O (5-nitro-1-tetralone), C(C)O (ethanol), Cl.NO (hydroxylamine hydrochloride). Run in O (water). Product: [N+](=O)([O-])C1=C2CCCC(C2=CC=C1)=NO (5-nitro-1-tetralone oxime). Isolated yield 90.3%. RXN SMILES: [N+:1]([C:4]1[CH:13]=[CH:12][CH:11]=[C:10]2[C:5]=1[CH2:6][CH2:7][CH2:8][C:9]2=O)([O-:3])=[O:2].C(O)C.Cl.[NH2:19][OH:20]>O>[N+:1]([C:4]1[CH:13]=[CH:12][CH:11]=[C:10]2[C:5]=1[CH2:6][CH2:7][CH2:8][C:9]2=[N:19][OH:20])([O-:3])=[O:2] |f:2.3|. Procedure details: In a 100 mL flask equipped with a reflux condenser were placed 2.26 g of 5-nitro-1-tetralone and 60 mL of ethanol. To the mixture was added a solution of hydroxylamine hydrochloride (1.82 g) in water (4.5 mL). The content of the flask was stirred with a stirring bar at reflux for 8 hours. After evaporating the solvent, the residue was purified by column chromatography (eluent: hexane/ethyl acetate=5/1)′ to give 2.2 g of 5-nitro-1-tetralone oxime. Reactants: CN1CCNCC1 (N-Methylpiperazine), ClC1=C(C=O)C=CC(=C1)OCCCCl (2-chloro-4-(3-chloro-propoxy)-benzaldehyde), C(=O)([O-])[O-].[K+].[K+] (K2CO3). The solvent is C(CCC)O (n-butanol), O (water). The product is ClC1=C(C=O)C=CC(=C1)OCCCN1CCN(CC1)C (2-Chloro-4-[3-(4-methyl-piperazin-1-yl)-propoxy]-benzaldehyde). Isolated yield 63.6%. RXN SMILES: [CH3:1][N:2]1[CH2:7][CH2:6][NH:5][CH2:4][CH2:3]1.[Cl:8][C:9]1[CH:16]=[C:15]([O:17][CH2:18][CH2:19][CH2:20]Cl)[CH:14]=[CH:13][C:10]=1[CH:11]=[O:12].C([O-])([O-])=O.[K+].[K+]>C(O)CCC.O>[Cl:8][C:9]1[CH:16]=[C:15]([O:17][CH2:18][CH2:19][CH2:20][N:5]2[CH2:6][CH2:7][N:2]([CH3:1])[CH2:3][CH2:4]2)[CH:14]=[CH:13][C:10]=1[CH:11]=[O:12] |f:2.3.4|. Reported procedure: N-Methylpiperazine (2.16 g, 21.5 mmol), 2-chloro-4-(3-chloro-propoxy)-benzaldehyde (3.19 g, 10.8 mmol), K2CO3 (4.46 g, 32.3 mmol), and KI (1.02 g, 5.38 mmol) were stirred in n-butanol (22 mL) at 90° C. for 18 h. The reaction mixture was diluted with water and then extracted three times with EtOAc. The combined extracts were dried (Na2SO4), filtered, and concentrated, yielding the crude product, which was purified by Method 1 to afford 2.04 g (63%) of an orange oil. 1H NMR (400 MHz, CD3OD): 10.3 ... Reactants: CC1=C(C2=C(S1)C=CC=C2)C=O (2-methylbenzo[b]thiophene-3-carboxaldehyde), N\C(=C/C(=O)OCC)\C (ethyl 3-aminocrotonate), N\C(=C/C(=O)OCC)\C (ethyl 3-aminocrotonate). Run in C(C)O (ethanol). Yields the product CC=1NC(=C(C(C1C(=O)OCC)C=1C2=C(SC1C)C=CC=C2)C(=O)OCC)C (1,4-dihydro-2,6-dimethyl-4-(2-methylbenzo[b]thien-3-yl)-3,5-pyridinedicarboxylic acid, diethyl ester). Yield: 43.1%. As a reaction SMILES: [CH3:1][C:2]1[S:6][C:5]2[CH:7]=[CH:8][CH:9]=[CH:10][C:4]=2[C:3]=1[CH:11]=O.[NH2:13]/[C:14](/[CH3:21])=[CH:15]\[C:16]([O:18][CH2:19][CH3:20])=[O:17]>C(O)C>[CH3:21][C:14]1[NH:13][C:14]([CH3:21])=[C:15]([C:16]([O:18][CH2:19][CH3:20])=[O:17])[CH:11]([C:3]2[C:4]3[CH:10]=[CH:9][CH:8]=[CH:7][C:5]=3[S:6][C:2]=2[CH3:1])[C:15]=1[C:16]([O:18][CH2:19][CH3:20])=[O:17]. Reported procedure: A mixture of 2.2 g of 2-methylbenzo[b]thiophene-3-carboxaldehyde, 4.9 g of ethyl 3-aminocrotonate, and 10 ml of ethanol were heated to reflux for approximately 18 hours. An additional 1.6 g of ethyl 3-aminocrotonate were added and the reaction was heated an additional 24 hours at reflux. The reaction mixture was cooled and concentrated and the resulting solid was recovered by filtration providing 2.15 g of the desired title product, m.p. 191°-193° C.